From a dataset of the Open Reaction Database (ORD), a public repository of structured organic reaction records. describe an organic reaction: reactants, conditions, products, and yield Solvent: CN(C)C=O.C(Cl)Cl (DMF DCM). Reaction conditions: time 8 hour. Starting materials: C(C(CO)(CO)N)O (trisamine), [N-]=C=O (isocyanate), Si carbonate, FC1=CC=C(C=C1)NC1CCNCC1 (N-(4-Fluorophenyl)-4-piperidinamine), CC(C)(C)OC(=O)N1[C@@H](CN(C[C@@H]1C)CC1=CC=C(C=C1)C(C(=O)O)(C)C)C (2-{4-[((3R,5S)-4-{[(1,1-Dimethylethyl)oxy]carbonyl}-3,5-dimethyl-1-piperazinyl)methyl]phenyl}-2-methylpropanoic Acid), C1CCC(CC1)N=C=NC2CCCCC2 (DCC), ON1N=NC2=C1C=CC=C2 (1-hydroxybenzotriazole). Product: FC1=CC=C(C=C1)NC1CCN(CC1)C(C(C)(C)C1=CC=C(C=C1)CN1C[C@H](N([C@H](C1)C)C(=O)OC(C)(C)C)C)=O (1,1-dimethylethyl (2R,6S)-4-{[4-(2-{4-[(4-fluorophenyl)amino]-1-piperidinyl}-1,1-dimethyl-2-oxoethyl)phenyl]methyl}-2,6-dimethyl-1-piperazinecarboxylate). Reported procedure: A mixture of D48 (100 mg, 0.256 mmol), polymer-supported DCC (296 mg, 1.3 mmol/g, 0.385 mmol) and 1-hydroxybenzotriazole (18 mg, 0.128 mmol) in 1:4 DMF/DCM (5 ml) was treated with D2 (50 mg, 0.256 mmol) and the mixture stirred overnight. Scavenger resins (PS-trisamine, PS-isocyanate and Si-carbonate) were added, the mixture was shaken for 2 h and then filtered and concentrated to give 1,1-dimethylethyl (2R,6S)-4-{[4-(2-{4-[(4-fluorophenyl)amino]-1-piperidinyl}-1,1-dimethyl-2-oxoethyl)phenyl]meth... RXN SMILES: [CH3:1][C:2]([O:5][C:6]([N:8]1[C@@H:13]([CH3:14])[CH2:12][N:11]([CH2:15][C:16]2[CH:21]=[CH:20][C:19]([C:22]([CH3:27])([CH3:26])[C:23]([OH:25])=O)=[CH:18][CH:17]=2)[CH2:10][C@H:9]1[CH3:28])=[O:7])([CH3:4])[CH3:3].C1CCC(N=C=NC2CCCCC2)CC1.ON1C2C=CC=CC=2N=N1.[F:54][C:55]1[CH:60]=[CH:59][C:58]([NH:61][CH:62]2[CH2:67][CH2:66][NH:65][CH2:64][CH2:63]2)=[CH:57][CH:56]=1.C(O)C(N)(CO)CO.[N-]=C=O>CN(C=O)C.C(Cl)Cl>[F:54][C:55]1[CH:60]=[CH:59][C:58]([NH:61][CH:62]2[CH2:67][CH2:66][N:65]([C:23](=[O:25])[C:22]([C:19]3[CH:18]=[CH:17][C:16]([CH2:15][N:11]4[CH2:12][C@H:13]([CH3:14])[N:8]([C:6]([O:5][C:2]([CH3:3])([CH3:1])[CH3:4])=[O:7])[C@H:9]([CH3:28])[CH2:10]4)=[CH:21][CH:20]=3)([CH3:26])[CH3:27])[CH2:64][CH2:63]2)=[CH:57][CH:56]=1 |f:6.7|. Reactants: O=C(NCCC1CC1)c1ccc(Cl)nn1, [K+], [K+], FC(F)(F)c1ccccc1C(=S)N1CCNCC1, O=C([O-])[O-], C1COCCO1. Product: O=C(NCCC1CC1)c1ccc(N2CCN(C(=S)c3ccccc3C(F)(F)F)CC2)nn1. Reaction SMILES: [CH:19]1([CH2:22][CH2:23][NH:24][C:25](=[O:26])[c:27]2[n:28][n:29][c:30]([Cl:33])[cH:31][cH:32]2)[CH2:20][CH2:21]1.[K+:34].[K+:35].[N:1]1([C:7](=[S:8])[c:9]2[c:10]([C:15]([F:16])([F:17])[F:18])[cH:11][cH:12][cH:13][cH:14]2)[CH2:2][CH2:3][NH:4][CH2:5][CH2:6]1.[O-:36][C:37]([O-:38])=[O:39].[O:40]1[CH2:41][CH2:42][O:43][CH2:44][CH2:45]1>>[N:1]1([C:7](=[S:8])[c:9]2[c:10]([C:15]([F:16])([F:17])[F:18])[cH:11][cH:12][cH:13][cH:14]2)[CH2:2][CH2:3][N:4]([c:30]2[n:29][n:28][c:27]([C:25]([NH:24][CH2:23][CH2:22][CH:19]3[CH2:20][CH2:21]3)=[O:26])[cH:32][cH:31]2)[CH2:5][CH2:6]1.